Dataset: the Open Reaction Database (ORD), a public repository of structured organic reaction records. Task: describe an organic reaction: reactants, conditions, products, and yield Reactants: ClCC(C(=O)N(O)CC1=C(C=CC=C1)Cl)(C)C (3-chloro-N-(2-chlorophenyl)methyl-N-hydroxy-2,2-dimethylpropanamide), [OH-].[K+] (KOH). Run in CO (methanol), CO (methanol). Conditions: time 18 hour. The product is ClC1=C(C=CC=C1)CN1OCC(C1=O)(C)C (2-(2-chlorophenyl)methyl-4,4-dimethyl-3-isoxazolidinone). The yield is 94.3%. RXN SMILES: Cl[CH2:2][C:3]([CH3:17])([CH3:16])[C:4]([N:6]([CH2:8][C:9]1[CH:14]=[CH:13][CH:12]=[CH:11][C:10]=1[Cl:15])[OH:7])=[O:5].[OH-].[K+]>CO>[Cl:15][C:10]1[CH:11]=[CH:12][CH:13]=[CH:14][C:9]=1[CH2:8][N:6]1[C:4](=[O:5])[C:3]([CH3:17])([CH3:16])[CH2:2][O:7]1 |f:1.2|. Procedure: One method for production of COMMAND® is disclosed in U.S. Pat. No. 4,405,357. Such preparation includes adding to a stirred solution of 6.3 grams (0.023 mole) of 3-chloro-N-(2-chlorophenyl)methyl-N-hydroxy-2,2-dimethylpropanamide in 45 ml of methanol dropwise a solution of 1.5 grams (0.023 mole) KOH (85% pure) in 25 ml methanol. The addition required 15 minutes and the temperature rose from 24 to 32° C. Upon completion of addition the reaction mixture was stirred for 18 hours at ambient tempera... The reactants are CCN(CC)c1ccc(N=Nc2c(Br)cc([N+](=O)[O-])cc2[N+](=O)[O-])c(NC(C)=O)c1, CCC(=O)OC(=O)CC, CCCCOC(C)=O, CC(=O)[O-], NC=O, [Cu]I, [Na+]. Yields the product CCN(CC)c1ccc(N=Nc2c(C#N)cc([N+](=O)[O-])cc2[N+](=O)[O-])c(NC(C)=O)c1. Reaction SMILES: [Br:1][c:2]1[c:3]([N:14]=[N:15][c:16]2[c:17]([NH:27][C:28]([CH3:29])=[O:30])[cH:18][c:19]([N:22]([CH2:23][CH3:24])[CH2:25][CH3:26])[cH:20][cH:21]2)[c:4]([N+:11](=[O:12])[O-:13])[cH:5][c:6]([N+:8](=[O:9])[O-:10])[cH:7]1.[C:39]([O:40][C:41](=[O:42])[CH2:43][CH3:44])(=[O:45])[CH2:46][CH3:47].[C:50]([O:51][CH2:52][CH2:53][CH2:54][CH3:55])(=[O:56])[CH3:57].[CH3:32][C:33](=[O:34])[O-:35].[CH:36](=[O:37])[NH2:38].[Cu:48][I:49].[Na+:31]>>[c:2]1([C:36]#[N:38])[c:3]([N:14]=[N:15][c:16]2[c:17]([NH:27][C:28]([CH3:29])=[O:30])[cH:18][c:19]([N:22]([CH2:23][CH3:24])[CH2:25][CH3:26])[cH:20][cH:21]2)[c:4]([N+:11](=[O:12])[O-:13])[cH:5][c:6]([N+:8](=[O:9])[O-:10])[cH:7]1. Reactants: C1(CC1)N1C=C(C(C2=CC(=C(C(=C12)C)N1CC(C(CC1)N)(C)C)F)=O)C(=O)O ((±)-1-Cyclopropyl-6-fluoro-1,4-dihydro-8-methyl-7-(4-amino-3,3-dimethyl-1-piperidinyl)-4-oxo-quinoline-3-carboxylic acid), Cl (hydrochloric acid), CCOCC (ether). Solvent: C(C)O (ethanol). Product: Cl.C1(CC1)N1C=C(C(C2=CC(=C(C(=C12)C)N1CC(C(CC1)N)(C)C)F)=O)C(=O)O ((±)-1-Cyclopropyl-6-fluoro-1,4-dihydro-8-methyl-7-(4-amino-3,3-dimethyl-1-piperidinyl)-4-oxo-quinoline-3-carboxylic acid hydrochloride). As a reaction SMILES: [CH:1]1([N:4]2[C:13]3[C:8](=[CH:9][C:10]([F:24])=[C:11]([N:15]4[CH2:20][CH2:19][CH:18]([NH2:21])[C:17]([CH3:23])([CH3:22])[CH2:16]4)[C:12]=3[CH3:14])[C:7](=[O:25])[C:6]([C:26]([OH:28])=[O:27])=[CH:5]2)[CH2:3][CH2:2]1.[ClH:29].CCOCC>C(O)C>[ClH:29].[CH:1]1([N:4]2[C:13]3[C:8](=[CH:9][C:10]([F:24])=[C:11]([N:15]4[CH2:20][CH2:19][CH:18]([NH2:21])[C:17]([CH3:22])([CH3:23])[CH2:16]4)[C:12]=3[CH3:14])[C:7](=[O:25])[C:6]([C:26]([OH:28])=[O:27])=[CH:5]2)[CH2:3][CH2:2]1 |f:4.5|. Procedure details: The product obtained in example 68 (1 gm; 2.58 mmol) was suspended in 10 ml ethanol and ethanolic hydrochloric acid (2.6 ml) was added at a temperature between 20-30° C. under stirring. To this solution, 20 ml ether was added after 30 minutes and the solid separated was filtered and dried under vacuum. Yield −0.89 gm (83%). m.p. 242-244° C., C21H26FN3O3.HCl, m/z 388 (M+1).